describe an organic reaction: reactants, conditions, products, and yield From a dataset of the Open Reaction Database (ORD), a public repository of structured organic reaction records. As a reaction SMILES: Cl.[Cl:2][C:3]1[CH:4]=[CH:5][CH:6]=[C:7]([NH2:12])[C:8]=1[C:9]([OH:11])=[O:10].[CH2:13](Cl)[C:14]1[CH:19]=[CH:18][CH:17]=[CH:16][CH:15]=1.C(=O)(O)[O-].[K+].[Cl-].[Na+]>CN(C)C=O>[Cl:2][C:3]1[CH:4]=[CH:5][CH:6]=[C:7]([NH2:12])[C:8]=1[C:9]([O:11][CH2:13][C:14]1[CH:19]=[CH:18][CH:17]=[CH:16][CH:15]=1)=[O:10] |f:0.1,3.4,5.6|. Procedure details: Under a nitrogen atmosphere a solution of 6.4 grams (0.031 mole) of 6-chloroanthranilic acid hydrochloride (prepared as in Example 3, Step B), 3.9 grams (0.031 mole) of benzyl chloride, and 6.2 grams (0.062 mole) of potassium bicarbonate in 100 mL of dimethylformamide was stirred at ambient temperature for about 48 hours. After this time the reaction mixture was poured into 250 mL of an aqueous solution saturated with sodium chloride. The mixture was extracted with three 250 mL portions of dieth... The product is ClC=1C=CC=C(C1C(=O)OCC1=CC=CC=C1)N (phenylmethyl 6-chloroanthranilate). Yield: 78.9%. The reactants are Cl.ClC=1C=CC=C(C1C(=O)O)N (6-chloroanthranilic acid hydrochloride), C(C1=CC=CC=C1)Cl (benzyl chloride), C([O-])(O)=O.[K+] (potassium bicarbonate), aqueous solution, [Cl-].[Na+] (sodium chloride). Solvent: CN(C=O)C (dimethylformamide). Reactants: C1CCOC1, Clc1ccc(CBr)cn1, O=[N+]([O-])c1ccc(O)c(Cl)c1, [H-], [Na+], O. Product: O=[N+]([O-])c1ccc(OCc2ccc(Cl)nc2)c(Cl)c1. As a reaction SMILES: [CH2:23]1[O:24][CH2:25][CH2:26][CH2:27]1.[Cl:14][c:15]1[n:16][cH:17][c:18]([CH2:21][Br:22])[cH:19][cH:20]1.[Cl:1][c:2]1[c:3]([OH:11])[cH:4][cH:5][c:6]([N+:8](=[O:9])[O-:10])[cH:7]1.[H-:12].[Na+:13].[OH2:28]>>[Cl:1][c:2]1[c:3]([O:11][CH2:21][c:18]2[cH:17][n:16][c:15]([Cl:14])[cH:20][cH:19]2)[cH:4][cH:5][c:6]([N+:8](=[O:9])[O-:10])[cH:7]1. Reactants: Cc1nc(C(=O)O)c(C(F)(F)F)o1, NC(Cc1ccccc1)(c1cc(F)cc(OC(F)(F)C(F)F)c1)c1ccc(F)c(OC2CC2)c1, CCN(C(C)C)C(C)C, ClCCl. Product: Cc1nc(C(=O)NC(Cc2ccccc2)(c2cc(F)cc(OC(F)(F)C(F)F)c2)c2ccc(F)c(OC3CC3)c2)c(C(F)(F)F)o1. As a reaction SMILES: [CH3:35][c:36]1[o:37][c:38]([C:44]([F:45])([F:46])[F:47])[c:39]([C:41](=[O:42])[OH:43])[n:40]1.[CH:1]1([O:4][c:5]2[cH:6][c:7]([C:12]([CH2:13][c:14]3[cH:15][cH:16][cH:17][cH:18][cH:19]3)([NH2:20])[c:21]3[cH:22][c:23]([F:34])[cH:24][c:25]([O:27][C:28]([CH:29]([F:30])[F:31])([F:32])[F:33])[cH:26]3)[cH:8][cH:9][c:10]2[F:11])[CH2:2][CH2:3]1.[CH:48]([N:49]([CH2:50][CH3:51])[CH:52]([CH3:53])[CH3:54])([CH3:55])[CH3:56].[Cl:57][CH2:58][Cl:59]>>[CH:1]1([O:4][c:5]2[cH:6][c:7]([C:12]([CH2:13][c:14]3[cH:15][cH:16][cH:17][cH:18][cH:19]3)([NH:20][C:41]([c:39]3[c:38]([C:44]([F:45])([F:46])[F:47])[o:37][c:36]([CH3:35])[n:40]3)=[O:42])[c:21]3[cH:22][c:23]([F:34])[cH:24][c:25]([O:27][C:28]([CH:29]([F:30])[F:31])([F:32])[F:33])[cH:26]3)[cH:8][cH:9][c:10]2[F:11])[CH2:2][CH2:3]1. Reactants: C(CCCCCCC)(=O)Cl (octanoyl chloride), CC=1C=C(C=C(C1O)C)C1CC(NC(C1)(C)C)(C)C (4-(3',5'-dimethyl-4'-hydroxyphenyl)-2,2,6,6-tetramethylpiperidine). The solvent is C=1(C(=CC=CC1)C)C (xylene), [Na] (sodium). Yields the product 10.3, CC=1C=C(C=C(C1OC(CCCCCCC)=O)C)C1CC(NC(C1)(C)C)(C)C (4-(3',5'-Dimethyl-4'-octanoyloxyphenyl) 2,2,6,6-tetramethylpiperidine). Reaction SMILES: [CH3:1][C:2]1[CH:3]=[C:4]([CH:10]2[CH2:15][C:14]([CH3:17])([CH3:16])[NH:13][C:12]([CH3:19])([CH3:18])[CH2:11]2)[CH:5]=[C:6]([CH3:9])[C:7]=1[OH:8].[C:20](Cl)(=[O:28])[CH2:21][CH2:22][CH2:23][CH2:24][CH2:25][CH2:26][CH3:27]>[Na].C1(C)C(C)=CC=CC=1>[CH3:1][C:2]1[CH:3]=[C:4]([CH:10]2[CH2:15][C:14]([CH3:17])([CH3:16])[NH:13][C:12]([CH3:19])([CH3:18])[CH2:11]2)[CH:5]=[C:6]([CH3:9])[C:7]=1[O:8][C:20](=[O:28])[CH2:21][CH2:22][CH2:23][CH2:24][CH2:25][CH2:26][CH3:27] |^1:29|. Procedure: 20 Parts of 4-(3',5'-dimethyl-4'-hydroxyphenyl)-2,2,6,6-tetramethylpiperidine were dissolved in 1000 parts of sodium dried xylene and heated to reflux whilst stirred. 6.3 Parts of octanoyl chloride dissolved in a small amount of xylene were added to the refluxing solution dropwise. The solution was heated at reflux overnight, allowed to cool and filtered. The filtrate was evaporated to low bulk, dissolved in ether and washed with 2% aqueous sodium hydroxide and water. The organic phase was dried... Starting materials: ClC=1C2=C(SC1C(=O)Cl)C=CC=C2 (3-chloro-benzo[b]thiophene-2-carboxylic acid chloride), [OH-].[Na+] (sodium hydroxide), [OH-].[Na+] (sodium hydroxide), solid, S(=O)(O)[O-].[Na+] (sodium hydrogen sulfite), Cl (hydrochloric acid). The reagents and catalysts are [Cu]Cl (copper(I)-chloride). The solvent is O (water). Yields the product C(=O)(O)C1=C(C2=C(S1)C=CC=C2)S(=O)(=O)[O-].[Na+] (sodium 2-carboxy-benzo[b]thiophene-3-sulfonate). Isolated yield 48.0%. RXN SMILES: Cl[C:2]1[C:3]2[CH:13]=[CH:12][CH:11]=[CH:10][C:4]=2[S:5][C:6]=1[C:7](Cl)=[O:8].[OH-:14].[Na+:15].[S:16]([O-:19])([OH:18])=[O:17].[Na+].Cl>O.[Cu]Cl>[C:7]([C:6]1[S:5][C:4]2[CH:10]=[CH:11][CH:12]=[CH:13][C:3]=2[C:2]=1[S:16]([O-:19])(=[O:18])=[O:17])([OH:14])=[O:8].[Na+:15] |f:1.2,3.4,8.9|. Reported procedure: 74.0 gm (0.32 mol) of 3-chloro-benzo[b]thiophene-2-carboxylic acid chloride (m.p. 112°-113° C.) were stirred with a solution of 25.6 gm (0.64 mol) of sodium hydroxide in 250 cc of water for 12 hours while keeping the reaction temperature at 50° C. Thereafter 66.6 gm (0.64 mol) of solid sodium hydrogen sulfite were added to the neutral-reacting solution. The reaction mixture was made slightly alkaline by addition of a 40% sodium hydroxide solution and heated for 16 hours to 143° C. in an autoclav... Starting materials: [BH4-], CC(=O)c1ccc(C(C)(C)C#N)c(C)c1, CO, CC(C)[O-], CC(C)[O-], CC(C)[O-], CC(C)[O-], N, [Na+], O, [Ti+4]. The product is Cc1cc(C(C)N)ccc1C(C)(C)C#N. As a reaction SMILES: [BH4-:16].[C:1]([CH3:2])(=[O:3])[c:4]1[cH:5][c:6]([CH3:15])[c:7]([C:10]([C:11]#[N:12])([CH3:13])[CH3:14])[cH:8][cH:9]1.[CH3:20][OH:21].[CH3:22][CH:23]([CH3:24])[O-:25].[CH3:27][CH:28]([CH3:29])[O-:30].[CH3:31][CH:32]([CH3:33])[O-:34].[CH3:35][CH:36]([CH3:37])[O-:38].[NH3:19].[Na+:17].[OH2:18].[Ti+4:26]>>[CH:1]([CH3:2])([c:4]1[cH:5][c:6]([CH3:15])[c:7]([C:10]([C:11]#[N:12])([CH3:13])[CH3:14])[cH:8][cH:9]1)[NH2:19]. RXN SMILES: O=[C:2]([CH2:9][C:10]([O:12][CH2:13][CH3:14])=[O:11])[CH2:3][C:4](OCC)=[O:5].[NH2:15][NH2:16]>CCO>[O:5]=[C:4]1[NH:16][NH:15][C:2]([CH2:9][C:10]([O:12][CH2:13][CH3:14])=[O:11])=[CH:3]1. Product: O=C1C=C(NN1)CC(=O)OCC (ethyl (5-oxo-2,5-dihydro-1H-pyrazol-3-yl)acetate). Conditions: temperature 80 celsius, time 3 hour. The yield is 44.6%. The solvent is CCO (EtOH). Starting materials: O=C(CC(=O)OCC)CC(=O)OCC (diethyl 3-oxopentanedioate), NN (hydrazine). Reported procedure: To a solution of diethyl 3-oxopentanedioate (26.0 g, 129 mmol) in EtOH (250 mL) was added hydrazine (4.38 g, 129 mmol) at room temperature, and the mixture was stirred at 80° C. for 3 hr. The reaction mixture was concentrated under reduced pressure, and the residue was crystallized from diethyl ether-hexane to give the title compound as a white powder (9.79 g, 45%). Product: COc1cc(CN2CCC(CCCO)(Cc3ccc(F)cc3)C2=O)cc(OC)c1OC. Starting materials: COc1cc(CN2CCC(CCCO[Si](C)(C)C(C)(C)C)(Cc3ccc(F)cc3)C2=O)cc(OC)c1OC, CO, [F-], [NH4+]. Reaction SMILES: [CH3:1][O:2][c:3]1[cH:4][c:5]([CH2:6][N:7]2[C:8](=[O:31])[C:9]([CH2:12][CH2:13][CH2:14][O:15][Si:16]([C:17]([CH3:18])([CH3:19])[CH3:20])([CH3:21])[CH3:22])([CH2:23][c:24]3[cH:25][cH:26][c:27]([F:30])[cH:28][cH:29]3)[CH2:10][CH2:11]2)[cH:32][c:33]([O:37][CH3:38])[c:34]1[O:35][CH3:36].[CH3:41][OH:42].[F-:39].[NH4+:40]>>[CH3:1][O:2][c:3]1[cH:4][c:5]([CH2:6][N:7]2[C:8](=[O:31])[C:9]([CH2:12][CH2:13][CH2:14][OH:15])([CH2:23][c:24]3[cH:25][cH:26][c:27]([F:30])[cH:28][cH:29]3)[CH2:10][CH2:11]2)[cH:32][c:33]([O:37][CH3:38])[c:34]1[O:35][CH3:36].